The task is: describe an organic reaction: reactants, conditions, products, and yield. This data is from the Open Reaction Database (ORD), a public repository of structured organic reaction records. Starting materials: CB(O)O, ClCCl, [Cs+], [F-], Cc1cc2c(c(Br)c1C(F)(F)F)NCCCC2N(Cc1cc(C(F)(F)F)cc(C(F)(F)F)c1)c1nnn(C)n1, C1COCCO1. The product is Cc1cc2c(c(C)c1C(F)(F)F)NCCCC2N(Cc1cc(C(F)(F)F)cc(C(F)(F)F)c1)c1nnn(C)n1. Reaction SMILES: [CH3:42][B:43]([OH:44])[OH:45].[Cl:46][CH2:47][Cl:48].[Cs+:2].[F-:1].[F:3][C:4]([c:5]1[cH:6][c:7]([CH2:8][N:9]([c:10]2[n:11][n:12][n:13]([CH3:15])[n:14]2)[CH:16]2[c:17]3[c:18]([c:23]([Br:32])[c:24]([C:28]([F:29])([F:30])[F:31])[c:25]([CH3:27])[cH:26]3)[NH:19][CH2:20][CH2:21][CH2:22]2)[cH:33][c:34]([C:36]([F:37])([F:38])[F:39])[cH:35]1)([F:40])[F:41].[O:49]1[CH2:50][CH2:51][O:52][CH2:53][CH2:54]1>>[F:3][C:4]([c:5]1[cH:6][c:7]([CH2:8][N:9]([c:10]2[n:11][n:12][n:13]([CH3:15])[n:14]2)[CH:16]2[c:17]3[c:18]([c:23]([CH3:42])[c:24]([C:28]([F:29])([F:30])[F:31])[c:25]([CH3:27])[cH:26]3)[NH:19][CH2:20][CH2:21][CH2:22]2)[cH:33][c:34]([C:36]([F:37])([F:38])[F:39])[cH:35]1)([F:40])[F:41]. The reactants are Cl (HCl), [Si](C)(C)(C(C)(C)C)O[C@H]([C@@H](/C=C/C=C\C(=O)O)C)C[C@@H](\C=C/[C@@H]([C@@H]([C@H](C[C@H](CC[C@H]([C@@H]([C@H]([C@H](\C=C/C=C)C)O)C)O[Si](C)(C)C(C)(C)C)C)C)O[Si](C)(C)C(C)(C)C)C)O[Si](C)(C)C(C)(C)C ((2Z,4E,6R,7S,9S,10Z,12S,13R,14S,16S,19R,20R,21S,22S,23Z)-7,9,13,19-tetrakis(tert-Butyldimethylsilyloxy)-21-hydroxy-6,12,14,16,20,22-hexamethylhexacosa-2,4,10,23,25-pentaenoic acid), CCOC(=O)C (EtOAc). Solvent: C1CCOC1 (THF), O (H2O). Conditions: time 24 hour. The product is COC(\C=C/C=C/[C@H]([C@H](C[C@@H](\C=C/[C@@H]([C@@H]([C@H](C[C@H](CC[C@H]([C@@H]([C@H]([C@H](\C=C/C=C)C)O)C)O)C)C)O)C)O)O)C)=O ((2Z,4E,6R,7S,9S,10Z,12S,13R,14S,16S,19R,20S,21S,22S,23Z)-Methyl-7,9,13,19,21-penta-hydroxy-6,12,14,16,20,22-hexamethylhexacosa-2,4,10,23,25-pentaenoate). Yield: 36.0%. Reaction SMILES: Cl.[Si]([O:9][C@@H:10]([CH2:20][C@H:21]([O:61][Si](C(C)(C)C)(C)C)/[CH:22]=[CH:23]\[C@H:24]([CH3:60])[C@H:25]([O:52][Si](C(C)(C)C)(C)C)[C@@H:26]([CH3:51])[CH2:27][C@@H:28]([CH3:50])[CH2:29][CH2:30][C@@H:31]([O:42][Si](C(C)(C)C)(C)C)[C@H:32]([CH3:41])[C@@H:33]([OH:40])[C@@H:34]([CH3:39])/[CH:35]=[CH:36]\[CH:37]=[CH2:38])[C@H:11]([CH3:19])/[CH:12]=[CH:13]/[CH:14]=C\C(O)=O)(C(C)(C)C)(C)C.C[CH2:70][O:71][C:72]([CH3:74])=[O:73]>C1COCC1.O>[CH3:70][O:71][C:72](=[O:73])/[CH:74]=[CH:14]\[CH:13]=[CH:12]\[C@@H:11]([CH3:19])[C@@H:10]([OH:9])[CH2:20][C@H:21]([OH:61])/[CH:22]=[CH:23]\[C@H:24]([CH3:60])[C@H:25]([OH:52])[C@@H:26]([CH3:51])[CH2:27][C@@H:28]([CH3:50])[CH2:29][CH2:30][C@@H:31]([OH:42])[C@H:32]([CH3:41])[C@@H:33]([OH:40])[C@@H:34]([CH3:39])/[CH:35]=[CH:36]\[CH:37]=[CH2:38]. Reported procedure: 3N HCl (10 mL, prepared by adding 2.5 mL of conc. HCl to 7.5 mL MeOH) was added to a stirred solution of the macrolactonization precursor 48 (23 mg, 23 μmol) in THF (3 mL) at 0° C. After 24 h at room temperature, the reaction mixture was diluted with EtOAc (4 mL) and H2O (4 mL). The organic phase was retained and aqueous phase was extracted with EtOAc (2×4 mL). The combined organic phase was washed with saturated aqueous NaHCO3 (10 mL), dried with MgSO4, filtered and concentrated. The residue wa... Product: O=C(Cc1ccc(F)cc1)NC1CC1. Reactants: CCN=C=NCCCN(C)C, CN(C)C=O, NC1CC1, O=C(O)Cc1ccc(F)cc1, O, On1nnc2ccccc21. RXN SMILES: [CH3:26][N:27]([CH3:28])[CH2:29][CH2:30][CH2:31][N:32]=[C:33]=[N:34][CH2:35][CH3:36].[CH3:37][N:38]([CH3:39])[CH:40]=[O:41].[CH:12]1([NH2:15])[CH2:13][CH2:14]1.[F:1][c:2]1[cH:3][cH:4][c:5]([CH2:8][C:9](=[O:10])[OH:11])[cH:6][cH:7]1.[OH2:42].[OH:16][n:17]1[c:18]2[cH:19][cH:20][cH:21][cH:22][c:23]2[n:24][n:25]1>>[F:1][c:2]1[cH:3][cH:4][c:5]([CH2:8][C:9](=[O:11])[NH:15][CH:12]2[CH2:13][CH2:14]2)[cH:6][cH:7]1. Reactants: Cl (HCl), N(=O)[O-].[Na+] (NaNO2), II (I2), C(C)OC(CCCCCCCCCCCC1=CC(=CC=C1)N)=O (ethyl-12-(m-amino-phenyl)-dodecanoate). Solvent: C(C)(=O)O (acetic acid), CCOCC (Ether). Conditions: time 8 hour. Product: compound 6, C(C)OC(CCCCCCCCCCCC1=CC(=CC=C1)I)=O (ethyl-12-(m-iodophenyl)-dodecanoate). The yield is 174.9%. Reaction SMILES: Cl.[CH2:2]([O:4][C:5](=[O:24])[CH2:6][CH2:7][CH2:8][CH2:9][CH2:10][CH2:11][CH2:12][CH2:13][CH2:14][CH2:15][CH2:16][C:17]1[CH:22]=[CH:21][CH:20]=[C:19](N)[CH:18]=1)[CH3:3].N([O-])=O.[Na+].[I:29]I>CCOCC.C(O)(=O)C>[CH2:2]([O:4][C:5](=[O:24])[CH2:6][CH2:7][CH2:8][CH2:9][CH2:10][CH2:11][CH2:12][CH2:13][CH2:14][CH2:15][CH2:16][C:17]1[CH:22]=[CH:21][CH:20]=[C:19]([I:29])[CH:18]=1)[CH3:3] |f:2.3|. Procedure details: Glacial acetic acid (4 ml) and concentrated HCl (2.5 ml) were added to a 50 ml Erlenmeyer flask containing ethyl-12-(m-amino-phenyl)-dodecanoate (3.92 g, 12.28 mmol). The mixture was cooled in a Nacl/ice bath. A cold aqueous solution of NaNO2 (4 ml, 3.1 M) was added to the mixture. The reaction was stirred for 40 minutes before a cold aqueous solution of KI/I2 (2.31/1.78 g, 7 ml) was added. The reaction mixture was allowed to warm to room temperature and was stirred overnight. Ether was added to... Reaction SMILES: [C:29]([CH:30]([CH3:31])[CH3:32])(=[O:33])[Cl:34].[CH2:1]([CH2:2][CH3:3])[O:4][CH:5]1[CH:6]([n:13]2[cH:14][n:15][c:16]3[c:17](=[O:18])[nH:19][c:20]([NH2:21])[n:22][c:23]23)[O:7][CH:8]([CH2:11][OH:12])[CH:9]1[OH:10].[CH3:24][Si:25]([Cl:26])([CH3:27])[CH3:28].[NH4+:36].[OH-:35].[OH2:43].[cH:37]1[cH:38][cH:39][n:40][cH:41][cH:42]1>>[CH2:1]([CH2:2][CH3:3])[O:4][CH:5]1[CH:6]([n:13]2[cH:14][n:15][c:16]3[c:17](=[O:18])[nH:19][c:20]([NH:21][C:29]([CH:30]([CH3:31])[CH3:32])=[O:33])[n:22][c:23]23)[O:7][CH:8]([CH2:11][OH:12])[CH:9]1[OH:10]. The reactants are CC(C)C(=O)Cl, CCCOC1C(O)C(CO)OC1n1cnc2c(=O)[nH]c(N)nc21, C[Si](C)(C)Cl, [NH4+], [OH-], O, c1ccncc1. The product is CCCOC1C(O)C(CO)OC1n1cnc2c(=O)[nH]c(NC(=O)C(C)C)nc21.